From a dataset of the Open Reaction Database (ORD), a public repository of structured organic reaction records. describe an organic reaction: reactants, conditions, products, and yield The reactants are O=C1NC2(C(N1)=O)CCN(CC2)C(=O)OC(C)(C)C (tert-butyl 2,4-dioxo-1,3,8-triaza-8-spiro[4.5]decane-carboxylate), COS(=O)(=O)OC (dimethylsulfate), C([O-])([O-])=O.[K+].[K+] (potassium carbonate). The solvent is CN(C)C=O (DMF). Reaction conditions: temperature 25 celsius, time 60 hour. Yields the product O=C1NC2(C(N1C)=O)CCN(CC2)C(=O)OC(C)(C)C (tert-butyl 2,4-dioxo-3-methyl-1,3,8-triaza-8-spiro[4.5]decanecarboxylate). Isolated yield 91.2%. Reaction SMILES: [O:1]=[C:2]1[NH:6][C:5](=[O:7])[C:4]2([CH2:12][CH2:11][N:10]([C:13]([O:15][C:16]([CH3:19])([CH3:18])[CH3:17])=[O:14])[CH2:9][CH2:8]2)[NH:3]1.[CH3:20]OS(OC)(=O)=O.C(=O)([O-])[O-].[K+].[K+]>CN(C=O)C>[O:1]=[C:2]1[N:6]([CH3:20])[C:5](=[O:7])[C:4]2([CH2:8][CH2:9][N:10]([C:13]([O:15][C:16]([CH3:19])([CH3:18])[CH3:17])=[O:14])[CH2:11][CH2:12]2)[NH:3]1 |f:2.3.4|. Reported procedure: A mixture of tert-butyl 2,4-dioxo-1,3,8-triaza-8-spiro[4.5]decane-carboxylate (4.9 g, 18.2 mmol), dimethylsulfate (2.9 g, 23 mmol), potassium carbonate (10.8 g, 78.3 mmol) and DMF (60 mL) was stirred approximately 60 hours at 25° C. The mixture was concentrated and the residue was partitioned between ethyl acetate and water. The ethyl acetate layer was separated, washed with water (3×), dried (Na2SO4), filtered and concentrated to give tert-butyl 2,4-dioxo-3-methyl-1,3,8-triaza-8-spiro[4.5]decan... The reactants are P(Cl)(Cl)(Cl)(Cl)Cl (Phosphorus pentachloride), C1(CC1)CN1C(CCCC(C1)C1=CC=CC=C1)=O (1-(cyclopropylmethyl)-6-phenylazepan-2-one), [N-]=[N+]=[N-].[Na+] (Sodium azide), [Br-] (bromide), II (iodine), BrBr (bromine). Solvent: ClCCl (dichloromethane), CN(C=O)C (N,N-dimethylformamide), ClCCl (dichloromethane). Run at time 1 hour. Yields the product NC1C(N(CC(CC1)C1=CC=CC=C1)CC1CC1)=O (3-Amino-1-(cyclopropylmethyl)-6-phenylazepan-2-one). Reaction SMILES: P(Cl)(Cl)(Cl)(Cl)Cl.[CH:7]1([CH2:10][N:11]2[CH2:17][CH:16]([C:18]3[CH:23]=[CH:22][CH:21]=[CH:20][CH:19]=3)[CH2:15][CH2:14][CH2:13][C:12]2=[O:24])[CH2:9][CH2:8]1.II.BrBr.[N-:29]=[N+]=[N-].[Na+].[Br-]>ClCCl.CN(C)C=O>[NH2:29][CH:13]1[CH2:14][CH2:15][CH:16]([C:18]2[CH:19]=[CH:20][CH:21]=[CH:22][CH:23]=2)[CH2:17][N:11]([CH2:10][CH:7]2[CH2:9][CH2:8]2)[C:12]1=[O:24] |f:4.5|. Procedure: Phosphorus pentachloride (1.99 g, 9.57 mmol) was added to a solution of 1-(cyclopropylmethyl)-6-phenylazepan-2-one (2.33 g, 9.57 mmol) in dichloromethane (55 mL) at 0° C. After 1 h, iodine (0.024 g, 0.096 mmol) and a solution of bromine (0.49 mL, 9.57 mmol) in dichloromethane (5 mL) were added sequentially and the mixture was allowed to warm to ambient temperature. After 18 h, the reaction was quenched with aqueous sodium sulfite. The mixture was extracted with dichloromethane (3×), and the comb... Starting materials: NC1CCC(CC1)N (1,4-diaminocyclohexane), ( 27 ), ( 27 ), C1(=C(C(=C(C(=C1)C)S(=O)(=O)Cl)C)S(=O)(=O)Cl)C (2,4-mesitylenedisulfonyl chloride), NC1CCC(CC1)N (1,4-diaminocyclohexane). Run at time 2 minute. RXN SMILES: [NH2:1][CH:2]1[CH2:7][CH2:6][CH:5]([NH2:8])[CH2:4][CH2:3]1.[C:9]1([CH3:25])[CH:14]=[C:13]([CH3:15])[C:12]([S:16]([Cl:19])(=[O:18])=[O:17])=[C:11]([CH3:20])[C:10]=1[S:21]([Cl:24])(=[O:23])=[O:22]>>[C:9]1([CH3:25])[CH:14]=[C:13]([CH3:15])[C:12]([S:16]([Cl:19])(=[O:18])=[O:17])=[C:11]([CH3:20])[C:10]=1[S:21]([Cl:24])(=[O:22])=[O:23].[NH2:1][CH:2]1[CH2:7][CH2:6][CH:5]([NH2:8])[CH2:4][CH2:3]1 |f:2.3|. Procedure details: Next, the 1,4-diaminocyclohexane vapor in the condensing chamber 2 was adiabatically expanded, and the introduced modified particles (27) were exposed thereto for 2 minutes. Consequently, a further polymerization reaction between 2,4-mesitylenedisulfonyl chloride and 1,4-diaminocyclohexane took place on the surface of the modified particles (27), forming a film of 2,4-mesitylenedisulfonyl chloride-1,4-diaminocyclohexane co-polymer. Yields the product C1(=C(C(=C(C(=C1)C)S(=O)(=O)Cl)C)S(=O)(=O)Cl)C.NC1CCC(CC1)N (2,4-mesitylenedisulfonyl chloride 1,4-diaminocyclohexane). Starting materials: Cc1ccccc1, CC(C)=O, O=C(O)C(F)(F)F, NC(=O)C1(C(=O)N(c2ccccc2)c2ccc(Oc3ccnc4cc(-c5ccc(C6OCCO6)cn5)sc34)c(F)c2)CC1, O. Yields the product NC(=O)C1(C(=O)N(c2ccccc2)c2ccc(Oc3ccnc4cc(-c5ccc(C=O)cn5)sc34)c(F)c2)CC1. Reaction SMILES: [CH3:44][c:45]1[cH:46][cH:47][cH:48][cH:49][cH:50]1.[CH3:51][C:52](=[O:53])[CH3:54].[F:56][C:57]([F:58])([F:59])[C:60]([OH:61])=[O:62].[O:1]1[CH:2]([c:6]2[cH:7][cH:8][c:9](-[c:12]3[cH:13][c:14]4[n:15][cH:16][cH:17][c:18]([O:21][c:22]5[c:23]([F:43])[cH:24][c:25]([N:28]([C:29](=[O:30])[C:31]6([C:34](=[O:35])[NH2:36])[CH2:32][CH2:33]6)[c:37]6[cH:38][cH:39][cH:40][cH:41][cH:42]6)[cH:26][cH:27]5)[c:19]4[s:20]3)[n:10][cH:11]2)[O:5][CH2:4][CH2:3]1.[OH2:55]>>[O:1]=[CH:2][c:6]1[cH:7][cH:8][c:9](-[c:12]2[cH:13][c:14]3[n:15][cH:16][cH:17][c:18]([O:21][c:22]4[c:23]([F:43])[cH:24][c:25]([N:28]([C:29](=[O:30])[C:31]5([C:34](=[O:35])[NH2:36])[CH2:32][CH2:33]5)[c:37]5[cH:38][cH:39][cH:40][cH:41][cH:42]5)[cH:26][cH:27]4)[c:19]3[s:20]2)[n:10][cH:11]1. Starting materials: CC(=O)[O-], CC(=O)[O-], ClCCl, CC(=O)O, Clc1ccccc1, [Co+2], [K+], [OH-], O, Cc1cc(C)c(C=O)c(C)c1. The product is Cc1cc(C)c(C(=O)O)c(C)c1. RXN SMILES: [C:28]([O-:29])(=[O:30])[CH3:31].[C:33]([O-:34])(=[O:35])[CH3:36].[CH2:19]([Cl:20])[Cl:21].[CH3:24][C:25](=[O:26])[OH:27].[Cl:12][c:13]1[cH:14][cH:15][cH:16][cH:17][cH:18]1.[Co+2:32].[K+:23].[OH-:22].[OH2:37].[c:1]1([CH3:11])[c:2]([CH:9]=[O:10])[c:3]([CH3:8])[cH:4][c:5]([CH3:7])[cH:6]1>>[c:1]1([CH3:11])[c:2]([C:9](=[O:10])[OH:22])[c:3]([CH3:8])[cH:4][c:5]([CH3:7])[cH:6]1.